Dataset: the Open Reaction Database (ORD), a public repository of structured organic reaction records. Task: describe an organic reaction: reactants, conditions, products, and yield The reactants are C(N)(=O)OCC(COC1=NOC2=C1C=C(C=C2)N(C(=O)OC(C)(C)C)C)NC(=O)OC(C)(C)C (3-(3-carbamoyloxy-2-tert-butoxycarbonylaminopropoxy)-5-(N-methyl-N-tert-butoxycarbonylamino)-1,2-benzoisoxazole), O1CCOCC1 (dioxane), Cl (hydrogen chloride). The solvent is CO (methanol). The product is Cl.NC(COC1=NOC2=C1C=C(C=C2)NC)COC(N)=O (3-(2-amino-3-carbamoyloxypropoxy)-5-methylamino-1,2-benzoisoxazole hydrochloride). Reaction SMILES: [C:1]([O:4][CH2:5][CH:6]([NH:27]C(OC(C)(C)C)=O)[CH2:7][O:8][C:9]1[C:13]2[CH:14]=[C:15]([N:18](C)[C:19](OC(C)(C)C)=O)[CH:16]=[CH:17][C:12]=2[O:11][N:10]=1)(=[O:3])[NH2:2].O1CCOCC1.[ClH:41]>CO>[ClH:41].[NH2:27][CH:6]([CH2:5][O:4][C:1](=[O:3])[NH2:2])[CH2:7][O:8][C:9]1[C:13]2[CH:14]=[C:15]([NH:18][CH3:19])[CH:16]=[CH:17][C:12]=2[O:11][N:10]=1 |f:4.5|. Procedure: To a solution of 0.10 g of 3-(3-carbamoyloxy-2-tert-butoxycarbonylaminopropoxy)-5-(N-methyl-N-tert-butoxycarbonylamino)-1,2-benzoisoxazole in 5 ml of methanol is added 1.2 ml of a dioxane solution (2.2N) of hydrogen chloride at 5°-10° C., and they are subjected to reaction at 20°-25° C. overnight. The solvent is removed from the reaction mixture by distillation under reduced pressure, and the residue obtained is crystallized from 2-propanol, after which the crystals are collected by filtration t...